This data is from the Open Reaction Database (ORD), a public repository of structured organic reaction records. The task is: describe an organic reaction: reactants, conditions, products, and yield The reactants are O (Water), C(C)NC(=O)NC1=C(C=C(C(=C1)C)OC1=CC=NC2=CC(=C(C=C12)OC)O)C (N-ethyl-N′-{4-[(7-hydroxy-6-methoxy-4-quinolyl)oxy]-2,5-dimethylphenyl}urea), C([O-])([O-])=O.[K+].[K+] (potassium carbonate), BrCCBr (1,2-dibromoethane). Run in CN(C=O)C (N,N-dimethylformamide). Run at time 18 hour. The product is BrCCOC1=C(C=C2C(=CC=NC2=C1)OC1=CC(=C(C=C1C)NC(=O)NCC)C)OC (N-(4-{[7-(2-bromoethoxy)-6-methoxy-4-quinolyl]oxy}-2,5-dimethylphenyl)-N′-ethylurea). Reaction SMILES: [CH2:1]([NH:3][C:4]([NH:6][C:7]1[CH:12]=[C:11]([CH3:13])[C:10]([O:14][C:15]2[C:24]3[C:19](=[CH:20][C:21]([OH:27])=[C:22]([O:25][CH3:26])[CH:23]=3)[N:18]=[CH:17][CH:16]=2)=[CH:9][C:8]=1[CH3:28])=[O:5])[CH3:2].C(=O)([O-])[O-].[K+].[K+].[Br:35][CH2:36][CH2:37]Br.O>CN(C)C=O>[Br:35][CH2:36][CH2:37][O:27][C:21]1[CH:20]=[C:19]2[C:24]([C:15]([O:14][C:10]3[C:11]([CH3:13])=[CH:12][C:7]([NH:6][C:4]([NH:3][CH2:1][CH3:2])=[O:5])=[C:8]([CH3:28])[CH:9]=3)=[CH:16][CH:17]=[N:18]2)=[CH:23][C:22]=1[O:25][CH3:26] |f:1.2.3|. Reported procedure: A starting compound (N-ethyl-N′-{4-[(7-hydroxy-6-methoxy-4-quinolyl)oxy]-2,5-dimethylphenyl}urea, 76 mg), potassium carbonate (138 mg), and 1,2-dibromoethane (0.085 ml) were dissolved in N,N-dimethylformamide (1 ml), and the solution was stirred at room temperature for 18 hr. Water was added to the reaction mixture, and the mixture was extracted with chloroform-propanol (3/1). The organic layer was dried over anhydrous sodium sulfate, and the solvent was removed by distillation under the reduced... The reactants are Cc1cccc(C=O)c1C, Clc1cccc(CNC2CC2)c1Cl. Product: Cc1cccc(CNC2CC2)c1C. RXN SMILES: [CH3:1][c:2]1[c:3]([CH:4]=[O:5])[cH:6][cH:7][cH:8][c:9]1[CH3:10].[Cl:11][c:12]1[c:13]([Cl:14])[cH:19][cH:20][cH:21][c:22]1[CH2:23][NH:15][CH:16]1[CH2:17][CH2:18]1>>[CH3:1][c:2]1[c:3]([CH2:4][NH:15][CH:16]2[CH2:17][CH2:18]2)[cH:6][cH:7][cH:8][c:9]1[CH3:10]. Starting materials: N(=[N+]=[N-])CCOCCO (2-(2-Azido-Ethoxy)-Ethanol), N1=CC=CC=C1 (pyridine), C1(=CC=C(C=C1)S(=O)(=O)Cl)C (p-Toluenesulfonyl chloride). Reagents/catalysts: CN(C)C=1C=CN=CC1 (DMAP). Run in C(Cl)Cl (CH2Cl2). Reaction conditions: time 72 hour. Product: pet. ether AcOEt, N(=[N+]=[N-])CCOCCOS(=O)(=O)C1=CC=C(C=C1)C (Toluene-4-Sulfonic Acid 2-(2-Azido-Ethoxy)-Ethyl Ester). Yield: 77.2%. As a reaction SMILES: [N:1]([CH2:4][CH2:5][O:6][CH2:7][CH2:8][OH:9])=[N+:2]=[N-:3].N1C=CC=CC=1.[C:16]1([CH3:26])[CH:21]=[CH:20][C:19]([S:22](Cl)(=[O:24])=[O:23])=[CH:18][CH:17]=1>C(Cl)Cl.CN(C1C=CN=CC=1)C>[N:1]([CH2:4][CH2:5][O:6][CH2:7][CH2:8][O:9][S:22]([C:19]1[CH:20]=[CH:21][C:16]([CH3:26])=[CH:17][CH:18]=1)(=[O:24])=[O:23])=[N+:2]=[N-:3]. Procedure: A solution of 2-(2-azido-ethoxy)-ethanol 2 (14.1 g, 0.108 mol) and pyridine (13 ml, 1.5 equiv.) in CH2Cl2 (150 ml) was cooled in an ice bath. p-Toluenesulfonyl chloride (30.7 g, 1.5 equiv.) then DMAP (173 mg, 0.01 equiv.) were added. The reaction mixture was stirred at RT for 72 h, then washed with a 1 M HCl aqueous solution (3×50 ml), dried over MgSO4, filtrated then concentrated under reduced pressure. Purification by flash column chromatography (eluent: pet. ether/AcOEt 9:1 then 7:3) afforded... The reactants are O=C([O-])[O-], C1CCCCC1, CN1CC2(C)CCCC(C)(C1)C2=O, COC[Si](C)(C)C, [Li]C(C)CC, [Cl-], [K+], [K+], [NH4+], C1CCOC1. Product: COC=C1C2(C)CCCC1(C)CN(C)C2. Reaction SMILES: [C:28](=[O:29])([O-:30])[O-:31].[CH2:39]1[CH2:40][CH2:41][CH2:42][CH2:43][CH2:44]1.[CH3:13][C:14]12[CH2:15][N:16]([CH3:25])[CH2:17][C:18]([CH3:24])([CH2:19][CH2:20][CH2:21]1)[C:22]2=[O:23].[CH3:1][O:2][CH2:3][Si:4]([CH3:5])([CH3:6])[CH3:7].[CH:8]([Li:9])([CH2:10][CH3:11])[CH3:12].[Cl-:26].[K+:32].[K+:33].[NH4+:27].[O:34]1[CH2:35][CH2:36][CH2:37][CH2:38]1>>[CH3:1][O:2][CH:3]=[C:22]1[C:14]2([CH3:13])[CH2:15][N:16]([CH3:25])[CH2:17][C:18]1([CH3:24])[CH2:19][CH2:20][CH2:21]2. Starting materials: [BH3-]C#N, COCC(C)(COC)C(=O)NCCC=O, ClCCl, CNCCC1(O)CCc2cc(F)ccc2C1C(C)C, [Na+]. Yields the product COCC(C)(COC)C(=O)NCCCN(C)CCC1(O)CCc2cc(F)ccc2C1C(C)C. As a reaction SMILES: [C:35]([BH3-:36])#[N:37].[CH3:20][O:21][CH2:22][C:23]([C:24](=[O:25])[NH:26][CH2:27][CH2:28][CH:29]=[O:30])([CH3:31])[CH2:32][O:33][CH3:34].[Cl:39][CH2:40][Cl:41].[F:1][c:2]1[cH:3][c:4]2[c:9]([cH:10][cH:11]1)[CH:8]([CH:12]([CH3:13])[CH3:14])[C:7]([OH:15])([CH2:16][CH2:17][NH:18][CH3:19])[CH2:6][CH2:5]2.[Na+:38]>>[F:1][c:2]1[cH:3][c:4]2[c:9]([cH:10][cH:11]1)[CH:8]([CH:12]([CH3:13])[CH3:14])[C:7]([OH:15])([CH2:16][CH2:17][N:18]([CH3:19])[CH2:29][CH2:28][CH2:27][NH:26][C:24]([C:23]([CH2:22][O:21][CH3:20])([CH3:31])[CH2:32][O:33][CH3:34])=[O:25])[CH2:6][CH2:5]2. Reactants: O=C1NC(=NN1)CN1C(OC(C2=C1C=CC=C2)=O)=O (1-(5-Oxo-4,5-dihydro-1H-[1,2,4]triazol-3-ylmethyl)-1H-benzo[d][1,3]oxazine-2,4-dione), Cl.CC=1SC=C(N1)CON (O-(2-methyl-thiazol-4-ylmethyl)-hydroxylamine hydrochloride). Product: CC=1SC=C(N1)CONC(C1=C(C=CC=C1)NCC1=NNC(N1)=O)=O (N-(2-Methyl-thiazol-4-ylmethoxy)-2-[(5-oxo-4,5-dihydro-1H-[1,2,4]triazol-3-ylmethyl)-amino]-benzamide). RXN SMILES: [O:1]=[C:2]1[NH:6][N:5]=[C:4]([CH2:7][N:8]2[C:13]3[CH:14]=[CH:15][CH:16]=[CH:17][C:12]=3[C:11](=[O:18])OC2=O)[NH:3]1.Cl.[CH3:21][C:22]1[S:23][CH:24]=[C:25]([CH2:27][O:28][NH2:29])[N:26]=1>>[CH3:21][C:22]1[S:23][CH:24]=[C:25]([CH2:27][O:28][NH:29][C:11](=[O:18])[C:12]2[CH:17]=[CH:16][CH:15]=[CH:14][C:13]=2[NH:8][CH2:7][C:4]2[NH:3][C:2](=[O:1])[NH:6][N:5]=2)[N:26]=1 |f:1.2|. Reported procedure: Starting materials: 1-(5-Oxo-4,5-dihydro-1H-[1,2,4]triazol-3-ylmethyl)-1H-benzo[d][1,3]oxazine-2,4-dione (see preparation 7E) and O-(2-methyl-thiazol-4-ylmethyl)-hydroxylamine hydrochloride (see preparation 12). The reactants are C1(=CC=CC=C1)C(CC1=CC=CC=C1)=O (1,2-diphenylethanone), C(C)OC=1C=C(C=O)C=C(C1O)[N+](=O)[O-] (3-ethoxy-4-hydroxy-5-nitrobenzaldehyde), CC1(OC(=O)CC(=O)O1)C (meldrum's acid), C(C)(=O)[O-].[NH4+] (ammonium acetate). The solvent is C(C)(=O)O (acetic acid). Yields the product C(C)OC=1C=C(C=C(C1O)[N+](=O)[O-])C1CC(NC(=C1C1=CC=CC=C1)C1=CC=CC=C1)=O (4-(3-ethoxy-4-hydroxy-5-nitrophenyl)-5,6-diphenyl-3,4-dihydropyridin-2(1H)-one). Yield: 12.2%. As a reaction SMILES: [C:1]1([C:7](=O)[CH2:8][C:9]2[CH:14]=[CH:13][CH:12]=[CH:11][CH:10]=2)[CH:6]=[CH:5][CH:4]=[CH:3][CH:2]=1.[CH2:16]([O:18][C:19]1[CH:20]=[C:21]([CH:24]=[C:25]([N+:28]([O-:30])=[O:29])[C:26]=1[OH:27])[CH:22]=O)[CH3:17].[CH3:31][C:32]1(C)[O:39]C(=O)CC(=O)O1.C([O-])(=O)C.[NH4+:45]>C(O)(=O)C>[CH2:16]([O:18][C:19]1[CH:20]=[C:21]([CH:22]2[C:8]([C:9]3[CH:14]=[CH:13][CH:12]=[CH:11][CH:10]=3)=[C:7]([C:1]3[CH:6]=[CH:5][CH:4]=[CH:3][CH:2]=3)[NH:45][C:32](=[O:39])[CH2:31]2)[CH:24]=[C:25]([N+:28]([O-:30])=[O:29])[C:26]=1[OH:27])[CH3:17] |f:3.4|. Reported procedure: A mixture of 1,2-diphenylethanone (150 mg, 0.76 mmol), 3-ethoxy-4-hydroxy-5-nitrobenzaldehyde (194 mg, 0.92 mmol), meldrum's acid (132 mg, 0.92 mmol) and ammonium acetate (71 mg, 0.92 mmol) in acetic acid (5 mL) was refluxed overnight. The solvent was removed under reduced pressure and the residue was purified by silica gel column chromatography (EtOAc: PE=2:1) and prep-HPLC (0.1% TFA as additive) to afford Compound 1 as yellow solid (40 mg, yield: 13%). 1H NMR (DMSO-d6 300 MHz): δ 10.20 (s, 1H)... The reactants are O=C([O-])[O-], CCCCO, N#CCCCCl, [Na+], [Na+], c1cnc(N2CCN(CCCCN3CCC4(CCCC4)CC3)CC2)nc1, c1cnc(N2CCNCC2)nc1. The product is N#CCCCN1CCN(c2ncccn2)CC1. RXN SMILES: [C:45](=[O:46])([O-:47])[O-:48].[CH2:51]([OH:52])[CH2:53][CH2:54][CH3:55].[Cl:39][CH2:40][CH2:41][CH2:42][C:43]#[N:44].[Na+:49].[Na+:50].[n:1]1[c:2]([N:7]2[CH2:8][CH2:9][N:10]([CH2:13][CH2:14][CH2:15][CH2:16][N:17]3[CH2:18][CH2:19][C:20]4([CH2:21][CH2:22][CH2:23][CH2:24]4)[CH2:25][CH2:26]3)[CH2:11][CH2:12]2)[n:3][cH:4][cH:5][cH:6]1.[n:27]1[cH:28][cH:29][cH:30][n:31][c:32]1[N:33]1[CH2:34][CH2:35][NH:36][CH2:37][CH2:38]1>>[n:1]1[c:2]([N:7]2[CH2:8][CH2:9][N:10]([CH2:13][CH2:14][CH2:15][C:16]#[N:17])[CH2:11][CH2:12]2)[n:3][cH:4][cH:5][cH:6]1.